Dataset: the Open Reaction Database (ORD), a public repository of structured organic reaction records. Task: describe an organic reaction: reactants, conditions, products, and yield Reactants: CCN=C=NCCCN(C)C, CN(C)c1ccncc1, COc1cc(C(=O)O)ccc1CN1CCOc2ccc(NC(=O)OC3CCCC3)cc21, ClCCl, Cl, NS(=O)(=O)c1ccccc1. Product: COc1cc(C(=O)NS(=O)(=O)c2ccccc2)ccc1CN1CCOc2ccc(NC(=O)OC3CCCC3)cc21. As a reaction SMILES: [CH3:43][N:44]([CH3:45])[CH2:46][CH2:47][CH2:48][N:49]=[C:50]=[N:51][CH2:52][CH3:53].[CH3:54][N:55]([CH3:56])[c:57]1[cH:58][cH:59][n:60][cH:61][cH:62]1.[CH:11]1([O:16][C:17](=[O:18])[NH:19][c:20]2[cH:21][cH:22][c:23]3[c:24]([cH:41]2)[N:25]([CH2:29][c:30]2[c:31]([O:39][CH3:40])[cH:32][c:33]([C:34](=[O:35])[OH:36])[cH:37][cH:38]2)[CH2:26][CH2:27][O:28]3)[CH2:12][CH2:13][CH2:14][CH2:15]1.[Cl:63][CH2:64][Cl:65].[ClH:42].[c:1]1([S:7](=[O:8])(=[O:9])[NH2:10])[cH:2][cH:3][cH:4][cH:5][cH:6]1>>[c:1]1([S:7](=[O:8])(=[O:9])[NH:10][C:34]([c:33]2[cH:32][c:31]([O:39][CH3:40])[c:30]([CH2:29][N:25]3[c:24]4[c:23]([cH:22][cH:21][c:20]([NH:19][C:17]([O:16][CH:11]5[CH2:12][CH2:13][CH2:14][CH2:15]5)=[O:18])[cH:41]4)[O:28][CH2:27][CH2:26]3)[cH:38][cH:37]2)=[O:35])[cH:2][cH:3][cH:4][cH:5][cH:6]1. The reactants are C1CCOC1, CCO, COC(=O)CC(c1ccc(OCc2ccc3c(c2F)CCCC3)cc1)c1nncn1C, [Li+], [OH-]. Yields the product Cn1cnnc1C(CC(=O)O)c1ccc(OCc2ccc3c(c2F)CCCC3)cc1. RXN SMILES: [CH2:34]1[O:35][CH2:36][CH2:37][CH2:38]1.[CH3:39][CH2:40][OH:41].[F:1][c:2]1[c:3]([CH2:12][O:13][c:14]2[cH:15][cH:16][c:17]([CH:20]([CH2:21][C:22](=[O:23])[O:24][CH3:25])[c:26]3[n:27][n:28][cH:29][n:30]3[CH3:31])[cH:18][cH:19]2)[cH:4][cH:5][c:6]2[c:11]1[CH2:10][CH2:9][CH2:8][CH2:7]2.[Li+:33].[OH-:32]>>[F:1][c:2]1[c:3]([CH2:12][O:13][c:14]2[cH:15][cH:16][c:17]([CH:20]([CH2:21][C:22](=[O:23])[OH:24])[c:26]3[n:27][n:28][cH:29][n:30]3[CH3:31])[cH:18][cH:19]2)[cH:4][cH:5][c:6]2[c:11]1[CH2:10][CH2:9][CH2:8][CH2:7]2. Reactants: [OH-].[Na+] (NaOH), C(=O)(OC(C)(C)C)N[C@@H](CCC1=CC=CC=C1)C(=O)O (Boc-homophenylalanine), Cl (HCl), O1CCOCC1 (dioxane), C(=O)(OC(C)(C)C)OC(=O)OC(C)(C)C (di-t-butyl dicarbonate), Cl (HCl). Reported procedure: To a solution of Boc-homophenylalanine (3.00 g, 10.8 mmol) in CH2Cl2 at room temperature was added a solution of 4N HCl in dioxane (20 mL, 80 mmol), and mixture stirred overnight. Solvents concentrated, and white powder that resulted was reduced under high pressure (4 atm. H2) using platinum/HCl. The white solid that resulted from the reduction was mixed with aqueous 4N NaOH (30 mL), water (30 mL), and THF (50 mL) at room temperature, and to this was added di-t-butyl dicarbonate (3.5 g, 16 mmol)... Reaction conditions: temperature 70 celsius, time 8 hour. The yield is 105.1%. Solvent: C1CCOC1 (THF), O (water), C(Cl)Cl (CH2Cl2). Reaction SMILES: [C:1]([NH:8][C@H:9]([C:18]([OH:20])=[O:19])[CH2:10][CH2:11][C:12]1[CH:17]=[CH:16][CH:15]=[CH:14][CH:13]=1)([O:3][C:4]([CH3:7])([CH3:6])[CH3:5])=[O:2].Cl.O1CCOCC1.[OH-].[Na+].C(OC(OC(C)(C)C)=O)(OC(C)(C)C)=O>C(Cl)Cl.[Pt].Cl.C1COCC1.O>[C:4]([O:3][C:1]([NH:8][C@@H:9]([CH2:10][CH2:11][CH:12]1[CH2:13][CH2:14][CH2:15][CH2:16][CH2:17]1)[C:18]([OH:20])=[O:19])=[O:2])([CH3:7])([CH3:5])[CH3:6] |f:3.4,7.8|. Product: C(C)(C)(C)OC(=O)N[C@H](C(=O)O)CCC1CCCCC1 ((2S)-t-Butoxycarbonylamino-4-cyclohexylbutanoic acid). Reagents/catalysts: [Pt].Cl (platinum HCl). Starting materials: O1C(NCC1)=O (1,3-oxazolidin-2-one), BrCC1=C(C=C(C=C1)[N+](=O)[O-])F (1-(Bromomethyl)-2-fluoro-4-nitrobenzene), O (Water), [H-].[Na+] (sodium hydride), oil. The solvent is C1CCOC1.CN(C)C=O (THF DMF), C1CCOC1.CN(C)C=O (THF DMF), C1CCOC1.CN(C)C=O (THF DMF). Run at time 1 hour. Product: FC1=C(CN2C(OCC2)=O)C=CC(=C1)[N+](=O)[O-] (3-(2-Fluoro-4-nitrobenzyl)-1,3-oxazolidin-2-one). As a reaction SMILES: [H-].[Na+].[O:3]1[CH2:7][CH2:6][NH:5][C:4]1=[O:8].Br[CH2:10][C:11]1[CH:16]=[CH:15][C:14]([N+:17]([O-:19])=[O:18])=[CH:13][C:12]=1[F:20].O>C1COCC1.CN(C=O)C>[F:20][C:12]1[CH:13]=[C:14]([N+:17]([O-:19])=[O:18])[CH:15]=[CH:16][C:11]=1[CH2:10][N:5]1[CH2:6][CH2:7][O:3][C:4]1=[O:8] |f:0.1,5.6|. Procedure: To a suspension of sodium hydride 60% in oil (4.48 mmoles) in a mixture of THF/DMF (2.7 ml/0.45 ml) at 0° C. under an inert atmosphere there is added, dropwise, a solution of 1,3-oxazolidin-2-one (24.1 mmoles) in a mixture of THF/DMF (71 ml/5.6 ml) over 30 minutes. After stirring for 1 hour, a solution of the compound obtained in Step A (26.5 mmoles) in a mixture of THF/DMF (56 ml/11.2 ml) is added over 1.5 hours, maintaining the temperature below 10° C. Stirring is maintained for 1.5 hours. Wat... The reactants are COCCOC, CC(C)O, ClCCl, Cn1cnnc1C(c1ccc(Cl)cc1)c1ccc2c(c1)c(-c1cccc(Cl)c1)cc(=O)n2C, [K], N#N, O. Yields the product Cn1cnnc1C(CCl)(c1ccc(Cl)cc1)c1ccc2c(c1)c(-c1cccc(Cl)c1)cc(=O)n2C. As a reaction SMILES: [CH3:40][O:41][CH2:42][CH2:43][O:44][CH3:45].[CH3:47][CH:48]([OH:49])[CH3:50].[Cl:36][CH2:37][Cl:38].[Cl:3][c:4]1[cH:5][c:6](-[c:10]2[cH:11][c:12](=[O:35])[n:13]([CH3:34])[c:14]3[cH:15][cH:16][c:17]([CH:20]([c:21]4[n:22][n:23][cH:24][n:25]4[CH3:26])[c:27]4[cH:28][cH:29][c:30]([Cl:33])[cH:31][cH:32]4)[cH:18][c:19]23)[cH:7][cH:8][cH:9]1.[K:39].[N:1]#[N:2].[OH2:46]>>[Cl:3][c:4]1[cH:5][c:6](-[c:10]2[cH:11][c:12](=[O:35])[n:13]([CH3:34])[c:14]3[cH:15][cH:16][c:17]([C:20]([c:21]4[n:22][n:23][cH:24][n:25]4[CH3:26])([c:27]4[cH:28][cH:29][c:30]([Cl:33])[cH:31][cH:32]4)[CH2:37][Cl:36])[cH:18][c:19]23)[cH:7][cH:8][cH:9]1. The reactants are ClCCl (dichloromethane), IC1=NNC2=NC=NC(=C21)N (3-iodo-1H-pyrazolo[3,4-d]pyrimidin-4-amine), FC1=CC(=C(C=C1)B(O)O)OC (4-fluoro-2-methoxyphenyl boronic acid), C([O-])([O-])=O.[Na+].[Na+] (sodium carbonate), Tetrakis triphenylphosphine Palladium. Solvent: CN(C)C=O (DMF), C(C)O (ethanol), O (water). Conditions: temperature 80 celsius, time 12 hour. Yields the product FC1=CC(=C(C=C1)C1=NNC2=NC=NC(=C21)N)OC (3-(4-fluoro-2-methoxyphenyl)-1H-pyrazolo[3,4-d]pyrimidin-4-amine). Yield: 35.3%. As a reaction SMILES: I[C:2]1[C:10]2[C:5](=[N:6][CH:7]=[N:8][C:9]=2[NH2:11])[NH:4][N:3]=1.[F:12][C:13]1[CH:18]=[CH:17][C:16](B(O)O)=[C:15]([O:22][CH3:23])[CH:14]=1.C(=O)([O-])[O-].[Na+].[Na+].ClCCl>CN(C=O)C.C(O)C.O>[F:12][C:13]1[CH:18]=[CH:17][C:16]([C:2]2[C:10]3[C:5](=[N:6][CH:7]=[N:8][C:9]=3[NH2:11])[NH:4][N:3]=2)=[C:15]([O:22][CH3:23])[CH:14]=1 |f:2.3.4|. Procedure: To a solution of 3-iodo-1H-pyrazolo[3,4-d]pyrimidin-4-amine (1.00 g, 3.83 mmoles) in DMF (14 ml), ethanol (7 ml) and water (7 ml), 4-fluoro-2-methoxyphenyl boronic acid (0.846 g, 4.979 mmoles) and sodium carbonate (2.06 g, 19.15 mmoles) were added and the system is degassed for 30 min Tetrakis triphenylphosphine Palladium (0.754 g, 0.652 mmoles) was added under nitrogen atmosphere and heated to 80° C. After 12 h, the reaction mixture was celite filtered, concentrated and extracted with ethyl ace... Starting materials: S(=O)(=O)(C)N=C1SC=C(N1)CC(=O)OCC (ethyl 2-(2-mesylimino-2,3-dihydro-1,3-thiazol-4-yl)acetate), C (charcoal), [Se](=O)=O (selenium dioxide), O1CCOCC1 (dioxane), S(=O)(=O)(C)NC=1SC=C(N1)CC(=O)OCC (ethyl 2-(2-mesylamino-1,3-thiazol-4-yl)acetate). Run in O (water). The product is S(=O)(=O)(C)NC=1SC=C(N1)C(C(=O)OCC)=O (ethyl 2-(2-mesylamino-1,3-thiazol-4-yl)glyoxylate). RXN SMILES: [Se](=O)=O.[O:4]1CCOCC1.[S:10]([NH:14][C:15]1[S:16][CH:17]=[C:18]([CH2:20][C:21]([O:23][CH2:24][CH3:25])=[O:22])[N:19]=1)([CH3:13])(=[O:12])=[O:11].C>O>[S:10]([NH:14][C:15]1[S:16][CH:17]=[C:18]([C:20](=[O:4])[C:21]([O:23][CH2:24][CH3:25])=[O:22])[N:19]=1)([CH3:13])(=[O:11])=[O:12]. Reported procedure: To a solution prepared by stirring a mixture of selenium dioxide (0.22 g.), dioxane (10 ml.) and water (0.2 ml.) for 10 minutes at 110° C. was added ethyl 2-(2-mesylamino-1,3-thiazol-4-yl)acetate, which can be represented as ethyl 2-(2-mesylimino-2,3-dihydro-1,3-thiazol-4-yl)acetate, (0.53 g.), and the mixture was refluxed for 1 hour. After the reaction, the reaction mixture was treated with activated charcoal. The precipitated crystals in the filtrate were collected by filtration and dried to g... The reactants are ClC1=CC=C(C=C1)CS(=O)(=O)NC(C(C)=O)(C)C (C-(4-Chloro-phenyl)-N-(1,1-dimethyl-2-oxo-propyl)-methanesulfonamide), [H-].[Na+] (sodium hydride). Run in CN(C=O)C (dimethylformamide). Conditions: temperature 90 celsius. Product: ClC1=CC=C(C=C1)CS(=O)(=O)NC(C#C)(C)C (C-(4-Chloro-phenyl)-N-(1,1-dimethyl-prop-2-ynyl)-methanesulfonamide). Yield: 80.0%. Reaction SMILES: [Cl:1][C:2]1[CH:7]=[CH:6][C:5]([CH2:8][S:9]([NH:12][C:13]([CH3:18])([CH3:17])[C:14](=O)[CH3:15])(=[O:11])=[O:10])=[CH:4][CH:3]=1.[H-].[Na+]>CN(C)C=O>[Cl:1][C:2]1[CH:3]=[CH:4][C:5]([CH2:8][S:9]([NH:12][C:13]([CH3:18])([CH3:17])[C:14]#[CH:15])(=[O:11])=[O:10])=[CH:6][CH:7]=1 |f:1.2|. Reported procedure: To a solution-of C-(4-Chloro-phenyl)-N-(1,1-dimethyl-2-oxo-propyl)-methanesulfonamide, 4.2 g (15.0 mmol) in 60 mL of dimethylformamide was added 1.3 g (31.5 mmol) of sodium hydride. The reaction mixture was heated at 90° C. for 24 H, then cooled to ambient temperature and concentrated to dryness. The residue was partitioned between ethyl acetate and water and was acidified to pH=3.0 with 1 N HCl. The mixture was extracted with ethyl acetate. The combined organics were washed with brine, dried ov... The reactants are Cc1[nH]c2ccc(F)cc2c1C(=O)O, NC1CCN(CCc2ccccc2)CC1, C1CCOC1. The product is Cc1[nH]c2ccc(F)cc2c1C(=O)NC1CCN(CCc2ccccc2)CC1. Reaction SMILES: [F:1][c:2]1[cH:3][c:4]2[c:5]([C:12](=[O:13])[OH:14])[c:6]([CH3:11])[nH:7][c:8]2[cH:9][cH:10]1.[NH2:15][CH:16]1[CH2:17][CH2:18][N:19]([CH2:22][CH2:23][c:24]2[cH:25][cH:26][cH:27][cH:28][cH:29]2)[CH2:20][CH2:21]1.[O:30]1[CH2:31][CH2:32][CH2:33][CH2:34]1>>[F:1][c:2]1[cH:3][c:4]2[c:5]([C:12](=[O:14])[NH:15][CH:16]3[CH2:17][CH2:18][N:19]([CH2:22][CH2:23][c:24]4[cH:25][cH:26][cH:27][cH:28][cH:29]4)[CH2:20][CH2:21]3)[c:6]([CH3:11])[nH:7][c:8]2[cH:9][cH:10]1. Starting materials: ClC1=C(C=C2C(=CNC2=C1)C(=O)OC)B1OCC(CO1)(C)C (methyl 6-chloro-5-(5,5-dimethyl-1,3,2-dioxaborinan-2-yl)-1H-indole-3-carboxylate), BrC1=CC=C(OCCCN2CCN(CC2)C)C=C1 (1-(3-(4-bromophenoxy)propyl)-4-methylpiperazine), C([O-])([O-])=O.[K+].[K+] (potassium carbonate), C(C)(=O)OCC (ethyl acetate). Reagents/catalysts: C1=CC=C(C=C1)P([C-]2C=CC=C2)C3=CC=CC=C3.C1=CC=C(C=C1)P([C-]2C=CC=C2)C3=CC=CC=C3.Cl[Pd]Cl.[Fe+2] (Pd(dppf)Cl2). Run in C1(=CC=CC=C1)C.C(C)O (toluene ethanol). Reaction conditions: temperature 110 celsius, time 2.5 hour. The product is ClC1=C(C=C2C(=CNC2=C1)C(=O)OC)C1=CC=C(C=C1)OCCCN1CCN(CC1)C (methyl 6-chloro-5-{4-[3-(4-methylpiperazin-1-yl)propoxy]phenyl}-1H-indole-3-carboxyate). Yield: 58.2%. As a reaction SMILES: [Cl:1][C:2]1[CH:10]=[C:9]2[C:5]([C:6]([C:11]([O:13][CH3:14])=[O:12])=[CH:7][NH:8]2)=[CH:4][C:3]=1B1OCC(C)(C)CO1.Br[C:24]1[CH:40]=[CH:39][C:27]([O:28][CH2:29][CH2:30][CH2:31][N:32]2[CH2:37][CH2:36][N:35]([CH3:38])[CH2:34][CH2:33]2)=[CH:26][CH:25]=1.C(=O)([O-])[O-].[K+].[K+].C(OCC)(=O)C>C1(C)C=CC=CC=1.C(O)C.C1C=CC(P(C2C=CC=CC=2)[C-]2C=CC=C2)=CC=1.C1C=CC(P(C2C=CC=CC=2)[C-]2C=CC=C2)=CC=1.Cl[Pd]Cl.[Fe+2]>[Cl:1][C:2]1[CH:10]=[C:9]2[C:5]([C:6]([C:11]([O:13][CH3:14])=[O:12])=[CH:7][NH:8]2)=[CH:4][C:3]=1[C:24]1[CH:40]=[CH:39][C:27]([O:28][CH2:29][CH2:30][CH2:31][N:32]2[CH2:33][CH2:34][N:35]([CH3:38])[CH2:36][CH2:37]2)=[CH:26][CH:25]=1 |f:2.3.4,6.7,8.9.10.11|. Reported procedure: A mixture of methyl 6-chloro-5-(5,5-dimethyl-1,3,2-dioxaborinan-2-yl)-1H-indole-3-carboxylate (100 mg, 0.311 mmol), 1-(3-(4-bromophenoxy)propyl)-4-methylpiperazine (130 mg, 0.373 mmol), 2.0M aqueous potassium carbonate (0.50 mL, 1.0 mmol), and Pd(dppf)Cl2 (30 mg, 0.03 mmol) in toluene/ethanol (1.44 mL/0.48 mL) was stirred at 110° C. for 2.5 hours. The mixture was poured into ethyl acetate and washed with water. The organic phase was dried over sodium sulfate, filtered, and concentrated to give a...